This data is from the Open Reaction Database (ORD), a public repository of structured organic reaction records. The task is: describe an organic reaction: reactants, conditions, products, and yield RXN SMILES: C[Si](C)(C)C(=[C:7]1[CH2:12][CH2:11][CH2:10][CH2:9][N:8]1[C:13]1C=CN=[CH:15][C:14]=1[N+:19]([O-:21])=[O:20])C#CC.O.[F-].[CH2:26]([N+:30](CCCC)(CCCC)CCCC)[CH2:27]CC.O.[CH2:44]1[CH2:48]OC[CH2:45]1>>[N+:19]([C:14]1[C:13]([N:8]2[CH2:7][CH2:12][C:11](=[CH:48][C:44]#[CH:45])[CH2:10][CH2:9]2)=[N:30][CH:26]=[CH:27][CH:15]=1)([O-:21])=[O:20] |f:1.2.3|. The product is [N+](=O)([O-])C=1C(=NC=CC1)N1CCC(CC1)=CC#C (3-Nitro-2-(4-prop-2-ynylidenepiperidin-1-yl)pyridine). Starting materials: C[Si](C(C#CC)=C1N(CCCC1)C1=C(C=NC=C1)[N+](=O)[O-])(C)C (4-(1-Trimethysilylbut-2-ynylidenepiperidin-1-yl)-3-nitropyridine), O.[F-].C(CCC)[N+](CCCC)(CCCC)CCCC (tetra-n-butylammonium fluoride hydrate), C1CCOC1 (THF), O (water). Procedure: A solution of Compound 1b (0.57 g, 1.81 mmol), tetra-n-butylammonium fluoride hydrate (0.57 g, 2.03 mmol) in 38 mL of THF was stirred at r.t. for 2 h. The reaction mixture was poured into water and extracted with EtOAc. The combined organic layers were washed with brine, dried on Na2SO4 and evaporated to dryness in vacuo to afford a residue, which was purified by flash chromatography (EtOAc—Petroleum Ether 1:9) giving the title product (0.21 g). Starting materials: CC1(OC(=CC1=O)\C(=C\C1=CSC=C1)\C)C1=CC=CC=C1 (2-methyl-5-[(E)-1-methyl-2-thien-3-ylethenyl]-2-phenylfuran-3(2H)-one), C([C@H]([C@@H](CS)O)O)S (1,4-dithio-DL-threitol). The product is CC1(OC=CC1=O)C1=CC=CC=C1 (2-methyl-2-phenylfuran-3(2H)-one). RXN SMILES: [CH3:1][C:2]1([C:16]2[CH:21]=[CH:20][CH:19]=[CH:18][CH:17]=2)[C:6](=[O:7])[CH:5]=[C:4](/C(/C)=C/C2C=CSC=2)[O:3]1.C(S)[C@@H](O)[C@H](O)CS>>[CH3:1][C:2]1([C:16]2[CH:21]=[CH:20][CH:19]=[CH:18][CH:17]=2)[C:6](=[O:7])[CH:5]=[CH:4][O:3]1. Reported procedure: According to the procedure of Method A, Example 1, 2-methyl-5-[(E)-1-methyl-2-thien-3-ylethenyl]-2-phenylfuran-3(2H)-one was reacted with 1,4-dithio-DL-threitol to provide 5-(2-{[(2S*3S*)-2,3-dihydroxy-4-mercaptobutyl]thio}-1-methyl-2-thien-3-ylethyl)-2-methyl-2-phenylfuran-3(2H)-one as a mixture of diastereomers: 1H NMR (CDCl3) δ1.45 (m, 1H), 1.50-1.65 and 1.75-1.80 (overlapped singlets and multiplets, ˜8H), 2.40-2.70 (m, ˜4H), 3.22 (m, 1H), 3.33-3.65 (m, 2H), 4.33 (m, 1H), 5.25-5.52 (overlappe... Reactants: N1C=CC2=CC(=CC=C12)\C=C\C(CC(\C=C\C1=CC=C(C=C1)OCC1=NC=CC=C1)=O)=O ((1E,6E)-1-(1H-indol-5-yl)-7-[4-(2-pyridylmethoxy)phenyl]hepta-1,6-diene-3,5-dione), O.NN (hydrazine monohydrate). The solvent is C(C)(=O)O (acetic acid). Reaction conditions: temperature 60 celsius, time 3 hour. The product is N1C=CC2=CC(=CC=C12)/C=C/C1=NNC(=C1)\C=C\C1=CC=C(C=C1)OCC1=NC=CC=C1 (3-[(1E)-2-(1H-indol-5-yl)ethenyl]-5-[(1E)-2-[4-(2-pyridylmethoxy)phenyl]ethenyl]-1H-pyrazole). The yield is 23.9%. Reaction SMILES: [NH:1]1[C:9]2[C:4](=[CH:5][C:6](/[CH:10]=[CH:11]/[C:12](=O)[CH2:13][C:14](=O)/[CH:15]=[CH:16]/[C:17]3[CH:22]=[CH:21][C:20]([O:23][CH2:24][C:25]4[CH:30]=[CH:29][CH:28]=[CH:27][N:26]=4)=[CH:19][CH:18]=3)=[CH:7][CH:8]=2)[CH:3]=[CH:2]1.O.[NH2:34][NH2:35]>C(O)(=O)C>[NH:1]1[C:9]2[C:4](=[CH:5][C:6](/[CH:10]=[CH:11]/[C:12]3[CH:13]=[C:14](/[CH:15]=[CH:16]/[C:17]4[CH:22]=[CH:21][C:20]([O:23][CH2:24][C:25]5[CH:30]=[CH:29][CH:28]=[CH:27][N:26]=5)=[CH:19][CH:18]=4)[NH:35][N:34]=3)=[CH:7][CH:8]=2)[CH:3]=[CH:2]1 |f:1.2|. Reported procedure: In 0.34 mL of acetic acid was dissolved 15 mg (35 μmol) of (1E,6E)-1-(1H-indol-5-yl)-7-[4-(2-pyridylmethoxy)phenyl]hepta-1,6-diene-3,5-dione. To this solution was added 34 μL (0.70 mmol) of hydrazine monohydrate at room temperature and the mixture was stirred at 60° C. for 3 hours. The reaction mixture was neutralized with a saturated sodium bicarbonate aqueous solution and extraction with ethyl acetate was performed. The resulting organic layer was washed with saturated brine and dried over mag... The reactants are CO, Cc1ncn(-c2cccc([N+](=O)[O-])c2)c1C, C1CCOC1. Yields the product Cc1ncn(-c2cccc(N)c2)c1C. RXN SMILES: [CH3:17][OH:18].[CH3:1][c:2]1[n:3][cH:4][n:5](-[c:8]2[cH:9][c:10]([N+:14]([O-:15])=[O:16])[cH:11][cH:12][cH:13]2)[c:6]1[CH3:7].[O:19]1[CH2:20][CH2:21][CH2:22][CH2:23]1>>[CH3:1][c:2]1[n:3][cH:4][n:5](-[c:8]2[cH:9][c:10]([NH2:14])[cH:11][cH:12][cH:13]2)[c:6]1[CH3:7]. The reactants are CC(C)O, CC(C(=O)O)n1c(C(F)(F)F)nc2cc(F)c(-n3c(=O)cc(C(F)(F)F)n(C)c3=O)cc21, O=S(=O)(O)O. RXN SMILES: [CH3:38][CH:39]([CH3:40])[OH:41].[F:1][C:2]([c:3]1[n:4][c:5]2[c:6]([n:7]1[CH:8]([C:9](=[O:10])[OH:11])[CH3:12])[cH:13][c:14](-[n:18]1[c:19](=[O:30])[n:20]([CH3:29])[c:21]([C:25]([F:26])([F:27])[F:28])[cH:22][c:23]1=[O:24])[c:15]([F:17])[cH:16]2)([F:31])[F:32].[S:33](=[O:34])(=[O:35])([OH:36])[OH:37]>>[F:1][C:2]([c:3]1[n:4][c:5]2[c:6]([n:7]1[CH:8]([C:9](=[O:10])[O:11][CH:39]([CH3:38])[CH3:40])[CH3:12])[cH:13][c:14](-[n:18]1[c:19](=[O:30])[n:20]([CH3:29])[c:21]([C:25]([F:26])([F:27])[F:28])[cH:22][c:23]1=[O:24])[c:15]([F:17])[cH:16]2)([F:31])[F:32]. Product: CC(C)OC(=O)C(C)n1c(C(F)(F)F)nc2cc(F)c(-n3c(=O)cc(C(F)(F)F)n(C)c3=O)cc21. The reactants are CI, [H-], CC(C)(C)OC(=O)Nc1cccc([N+](=O)[O-])c1, [Na+], CN(C)C=O, O. Yields the product CN(C(=O)OC(C)(C)C)c1cccc([N+](=O)[O-])c1. Reaction SMILES: [CH3:20][I:21].[H-:2].[N+:3](=[O:4])([O-:5])[c:6]1[cH:7][c:8]([NH:12][C:13]([O:14][C:15]([CH3:16])([CH3:17])[CH3:18])=[O:19])[cH:9][cH:10][cH:11]1.[Na+:1].[O:22]=[CH:23][N:24]([CH3:25])[CH3:26].[OH2:27]>>[N+:3](=[O:4])([O-:5])[c:6]1[cH:7][c:8]([N:12]([C:13]([O:14][C:15]([CH3:16])([CH3:17])[CH3:18])=[O:19])[CH3:20])[cH:9][cH:10][cH:11]1. The reactants are O=C(Cl)c1ccc(CCl)cc1, Cc1ccc(N)cc1Nc1cc(C(F)(F)F)nc(-c2ccncc2)n1. Yields the product Cc1ccc(NC(=O)c2ccc(CCl)cc2)cc1Nc1cc(C(F)(F)F)nc(-c2ccncc2)n1. As a reaction SMILES: [Cl:26][CH2:27][c:28]1[cH:29][cH:30][c:31]([C:32](=[O:33])[Cl:34])[cH:35][cH:36]1.[NH2:1][c:2]1[cH:3][cH:4][c:5]([CH3:25])[c:6]([NH:7][c:8]2[n:9][c:10](-[c:18]3[cH:19][cH:20][n:21][cH:22][cH:23]3)[n:11][c:12]([C:14]([F:15])([F:16])[F:17])[cH:13]2)[cH:24]1>>[NH:1]([c:2]1[cH:3][cH:4][c:5]([CH3:25])[c:6]([NH:7][c:8]2[n:9][c:10](-[c:18]3[cH:19][cH:20][n:21][cH:22][cH:23]3)[n:11][c:12]([C:14]([F:15])([F:16])[F:17])[cH:13]2)[cH:24]1)[C:32]([c:31]1[cH:30][cH:29][c:28]([CH2:27][Cl:26])[cH:36][cH:35]1)=[O:33]. The reactants are C1(=CC=CC=C1)SCN1S(=O)(=O)C2=CC=CC(=C2C1=O)C(C)C (2-Phenylthiomethyl-4-isopropylsaccharin), S(=O)(=O)(Cl)Cl (sulfuryl chloride). Run in ClCCl (dichloromethane). Reaction conditions: time 17 hour. Product: ClCN1S(=O)(=O)C2=CC=CC(=C2C1=O)C(C)C (2-chloromethyl-4-isopropylsaccharin). Reaction SMILES: C1(S[CH2:8][N:9]2[C:19](=[O:20])[C:18]3[C:13](=[CH:14][CH:15]=[CH:16][C:17]=3[CH:21]([CH3:23])[CH3:22])[S:10]2(=[O:12])=[O:11])C=CC=CC=1.S(Cl)([Cl:27])(=O)=O>ClCCl>[Cl:27][CH2:8][N:9]1[C:19](=[O:20])[C:18]2[C:13](=[CH:14][CH:15]=[CH:16][C:17]=2[CH:21]([CH3:23])[CH3:22])[S:10]1(=[O:12])=[O:11]. Procedure details: 2-Phenylthiomethyl-4-isopropylsaccharin (53.5 g), sulfuryl chloride (40 mL, 67.2 g) and dichloromethane (250 mL) were mixed with stirring at room temperature. The mixture underwent a slightly exothermic reaction and was allowed to stand for 17 hours at room temperature, then stripped of volatiles. The residue crystallized with hexane in three crops 33.65 g, m.r. 101°-102° C.; 3.45 g, m.r. 100°-101° C.; 0.45 g, m.r. 99°-100° C.; total, 38.55 g, 91% yield). The three crops were combined and recrys...